Dataset: the Open Reaction Database (ORD), a public repository of structured organic reaction records. Task: describe an organic reaction: reactants, conditions, products, and yield The reactants are OC1(C(C=O)C=CC(=C1CCC)O)O (2,4-dihydroxy-3-propylsalicylaldehyde), C(C1=CC=CC=C1)Cl (benzyl chloride), C([O-])([O-])=O.[K+].[K+] (potassium carbonate). The reagents and catalysts are [I-].[K+] (potassium iodide). Solvent: CC(=O)C (acetone). The product is C(C1=CC=CC=C1)OC=1C(=C(C(C=O)=CC1)O)CCC (4-benzyloxy-3-propylsalicylaldehyde). Isolated yield 71.0%. RXN SMILES: O[C:2]1([OH:14])[C:9]([CH2:10][CH2:11][CH3:12])=[C:8]([OH:13])[CH:7]=[CH:6][CH:3]1[CH:4]=[O:5].[CH2:15](Cl)[C:16]1[CH:21]=[CH:20][CH:19]=[CH:18][CH:17]=1.C(=O)([O-])[O-].[K+].[K+]>CC(C)=O.[I-].[K+]>[CH2:15]([O:13][C:8]1[C:9]([CH2:10][CH2:11][CH3:12])=[C:2]([OH:14])[C:3](=[CH:6][CH:7]=1)[CH:4]=[O:5])[C:16]1[CH:21]=[CH:20][CH:19]=[CH:18][CH:17]=1 |f:2.3.4,6.7|. Procedure details: A mixture of 2,4-dihydroxy-3-propylsalicylaldehyde (15.5 g), benzyl chloride (12.0 g), potassium carbonate (13 g) and potassium iodide (0.5 g) in dry acetone (350 ml) was heated under reflux for 24 hours. The solid was removed by filtration and the solution evaporated to dryness. The oil obtained was distilled and the fraction bp0.5 mm 220-224° was collected to yield 15.0 g of 4-benzyloxy-3-propylsalicylaldehyde. The reactants are BrC1C(N(CC1)C=1C=NN(C1C(C)C)C1=CC=C(C=C1)Cl)=O (3-bromo-1-[1-(4-chlorophenyl)-5-isopropylpyrazol-4-yl]pyrrolidin-2-one), ClC=1C(=NNC1C(F)(F)F)C (4-chloro-3-methyl-5-(trifluoromethyl)-1H-pyrazole), C(=O)([O-])[O-].[K+].[K+] (K2CO3). The solvent is CN(C)C=O (DMF). Conditions: temperature 60 celsius, time 40 minute. Yields the product ClC=1C(=NN(C1C)C1C(N(CC1)C=1C=NN(C1C(C)C)C1=CC=C(C=C1)Cl)=O)C(F)(F)F (3-[4-chloro-5-methyl-3-(trifluoromethyl)pyrazol-1-yl]-1-[1-(4-chlorophenyl)-5-isopropylpyrazol-4-yl]pyrrolidin-2-one). The yield is 77.9%. Reaction SMILES: Br[CH:2]1[CH2:6][CH2:5][N:4]([C:7]2[CH:8]=[N:9][N:10]([C:15]3[CH:20]=[CH:19][C:18]([Cl:21])=[CH:17][CH:16]=3)[C:11]=2[CH:12]([CH3:14])[CH3:13])[C:3]1=[O:22].[Cl:23][C:24]1[C:25]([CH3:33])=[N:26][NH:27][C:28]=1[C:29]([F:32])([F:31])[F:30].C([O-])([O-])=O.[K+].[K+]>CN(C=O)C>[Cl:23][C:24]1[C:28]([C:29]([F:31])([F:30])[F:32])=[N:27][N:26]([CH:2]2[CH2:6][CH2:5][N:4]([C:7]3[CH:8]=[N:9][N:10]([C:15]4[CH:20]=[CH:19][C:18]([Cl:21])=[CH:17][CH:16]=4)[C:11]=3[CH:12]([CH3:14])[CH3:13])[C:3]2=[O:22])[C:25]=1[CH3:33] |f:2.3.4|. Reported procedure: A mixture of 3-bromo-1-[1-(4-chlorophenyl)-5-isopropylpyrazol-4-yl]pyrrolidin-2-one (0.035 g, 0.095 mmol), 4-chloro-3-methyl-5-(trifluoromethyl)-1H-pyrazole (0.050 g, 0.27 mmol) and K2CO3 (0.050 g, 0.36 mmol) in DMF (0.8 mL) was stirred at 60° C. for 40 min. The mixture was then cooled to room temperature, quenched with water (30 mL), extracted with EtOAc (50 mL), and purified by reverse phase HPLC (C18 column, acetonitrile-H2O with 0.1% TFA as eluent) to yield the title compound (0.036 g, 78%).... The reactants are C(C1=CC=CC=C1)OC1=CC2=C(N(CCCC2C(=O)OC(C)(C)C)COS(=O)(=O)C)C2=CC=CC=C12 (7-(Benzyloxy)-5-(tert-butyloxycarbonyl)-1-[((methanesulfonyl)oxy)methyl]-1,2,3,4-tetrahydro-5H-naphtho[1,2-b]azepine). The reagents and catalysts are [Pd] (Pd—C). Product: C(C)(C)(C)OC(=O)C1C2=C(N(CCC1)CO)C1=CC=CC=C1C(=C2)O (5-(tert-Butyloxycarbonyl)-7-hydroxy-1-(hydroxymethyl)-1,2,3,4-tetrahydro-5H-naphtho[1,2-b]azepine). Reaction SMILES: C([O:8][C:9]1[C:36]2[C:31](=[CH:32][CH:33]=[CH:34][CH:35]=2)[C:12]2[N:13]([CH2:25][O:26]S(C)(=O)=O)[CH2:14][CH2:15][CH2:16][CH:17]([C:18]([O:20][C:21]([CH3:24])([CH3:23])[CH3:22])=[O:19])[C:11]=2[CH:10]=1)C1C=CC=CC=1>[Pd]>[C:21]([O:20][C:18]([CH:17]1[CH2:16][CH2:15][CH2:14][N:13]([CH2:25][OH:26])[C:12]2[C:31]3[C:36]([C:9]([OH:8])=[CH:10][C:11]1=2)=[CH:35][CH:34]=[CH:33][CH:32]=3)=[O:19])([CH3:24])([CH3:22])[CH3:23]. Reported procedure: Following the general procedure detailed for 86, 84 (0.015 g, 0.035 mmol, 1 equiv) was treated with 10% Pd—C (0.001 g, 0.3 equiv) followed by aqueous HCO2NH4 (0.2 mL, 25% w/v, 23 equiv). Filtration and concentration gave 101 as an analytically pure colorless oil in quantitative yield (0.012 g, 0.012 g theoretical) which crystallized upon storage: mp 202-203° C.; 1H NMR 400 MHz, CDCl3) major rotamer δ 9.19 (s, 1H), 8.07-8.05 (m, 1H), 7.26-7.22 (m, 1H), 6.81-6.75 (m, 2H), 6.50 (s, 1H), 4.28-4.24 (...